Task: describe an organic reaction: reactants, conditions, products, and yield. Dataset: the Open Reaction Database (ORD), a public repository of structured organic reaction records Procedure details: The synthesis was carried out analogously to the synthesis of amine AMN-07. For this, in step (i) tert-butyl 2,7-diazaspiro[3.5]nonane-2-carboxylate was reacted with 4-chloropyridinium chloride and in step (ii) the Boc protective group was split off in order to obtain the amine AMN-08. The product is Cl.Cl.N1=CC=C(C=C1)N1CCC2(CNC2)CC1 (7-(Pyridin-4-yl)-2,7-diazaspiro[3.5]nonane dihydrochloride). The reactants are C1N(CC12CCNCC2)C(=O)OC(C)(C)C (tert-butyl 2,7-diazaspiro[3.5]nonane-2-carboxylate), [Cl-].ClC1=CC=[NH+]C=C1 (4-chloropyridinium chloride), Boc, amine. As a reaction SMILES: [CH2:1]1[C:4]2([CH2:9][CH2:8][NH:7][CH2:6][CH2:5]2)[CH2:3][N:2]1C(OC(C)(C)C)=O.[Cl-:17].[Cl:18][C:19]1[CH:24]=[CH:23][NH+:22]=[CH:21][CH:20]=1>>[ClH:18].[ClH:17].[N:22]1[CH:23]=[CH:24][C:19]([N:7]2[CH2:6][CH2:5][C:4]3([CH2:1][NH:2][CH2:3]3)[CH2:9][CH2:8]2)=[CH:20][CH:21]=1 |f:1.2,3.4.5|. Solvent: CCOC(=O)C (EtOAc), C(C)#N (acetonitrile). Yield: 78.0%. The product is NC=1N=CC(=NC1Br)C(=O)OCC (Ethyl 5-amino-6-bromopyrazine-2-carboxylate). As a reaction SMILES: [NH2:1][C:2]1[N:3]=[CH:4][C:5]([C:8]([O:10][CH2:11][CH3:12])=[O:9])=[N:6][CH:7]=1.C1C(=O)N([Br:20])C(=O)C1>C(#N)C.CCOC(C)=O>[NH2:1][C:2]1[N:3]=[CH:4][C:5]([C:8]([O:10][CH2:11][CH3:12])=[O:9])=[N:6][C:7]=1[Br:20]. Starting materials: NC=1N=CC(=NC1)C(=O)OCC (ethyl 5-aminopyrazine-2-carboxylate), C1CC(=O)N(C1=O)Br (NBS), resultant solution. Procedure details: To a solution of ethyl 5-aminopyrazine-2-carboxylate (880 mg, 5.26 mmol) in acetonitrile (20 mL) at RT was added NBS (984 mg, 5.53 mmol), the resultant solution was stirred at RT for 1 hour. The reaction mixture was diluted with EtOAc, washed with sat NaHCO3, brine and water, dried, filtered, and concentrated to afford the crude product, which was purified by ISCO 24 g silica gel column, 0 to 50% EtOAc in Heptane, 30 min). 1.01 g, 78% yield. LC-MS (m/z): 247.9 (MH+), 0.51 min. Procedure: By the similar procedure of synthesis of B10, compound B2 (330 mg, 0.643 mmol) and 4-bromobenzaldehyde (91.5 mg, 0.495 mmole) were used as starting materials to afford B18 (98.0 mg, 0.287 mmol, 58%) as off-white solids. mp: 91° C. 1H-NMR (CDCl3, 400 MHz) δ 7.37 (d, J=8.3 Hz, 1H), 7.02 (d, J=8.3 Hz, 2H), 2.53 (t, J=7.6 Hz, 2H), 2.34 (t, J=7.5 Hz, 2H), 1.52-1.63 (m, 4H), 1.20-1.37 (m, 12H). 13C-NMR (CDCl3, 100 MHz) δ 179.94, 141.79, 141.79, 131.22, 130.14, 119.22, 35.31, 34.11, 31.27, 29.44, 29.38... The product is BrC1=CC=C(C=C1)CCCCCCCCCCC(=O)O (11-(4-bromophenyl)undecanoic acid). The reactants are [Br-].C(=O)(O)CCCCCCCCC[P+](C1=CC=CC=C1)(C1=CC=CC=C1)C1=CC=CC=C1 ((9-carboxynonyl)triphenylphosphonium bromide), BrC1=CC=C(C=O)C=C1 (4-bromobenzaldehyde). RXN SMILES: [Br-].[C:2]([CH2:5][CH2:6][CH2:7][CH2:8][CH2:9][CH2:10][CH2:11][CH2:12][CH2:13][P+](C1C=CC=CC=1)(C1C=CC=CC=1)C1C=CC=CC=1)([OH:4])=[O:3].[Br:33][C:34]1[CH:41]=[CH:40][C:37]([CH:38]=O)=[CH:36][CH:35]=1>>[Br:33][C:34]1[CH:41]=[CH:40][C:37]([CH2:38][CH2:13][CH2:12][CH2:11][CH2:10][CH2:9][CH2:8][CH2:7][CH2:6][CH2:5][C:2]([OH:4])=[O:3])=[CH:36][CH:35]=1 |f:0.1|. The reactants are ClC=1C2=C(N=CN1)C=CC=N2 (4-chloropyrido[3,2-d]pyrimidine), C(C1=CC=CC=C1)N (benzylamine), Cl (HCl). Solvent: CC(C)O (propan-2-ol). Reaction conditions: temperature 50 celsius. The product is C(C1=CC=CC=C1)NC=1C2=C(N=CN1)C=CC=N2 (4-Benzylaminopyrido[3,2-d]pyrimidine). RXN SMILES: Cl[C:2]1[C:3]2[N:11]=[CH:10][CH:9]=[CH:8][C:4]=2[N:5]=[CH:6][N:7]=1.[CH2:12]([NH2:19])[C:13]1[CH:18]=[CH:17][CH:16]=[CH:15][CH:14]=1.Cl>CC(O)C>[CH2:12]([NH:19][C:2]1[C:3]2[N:11]=[CH:10][CH:9]=[CH:8][C:4]=2[N:5]=[CH:6][N:7]=1)[C:13]1[CH:18]=[CH:17][CH:16]=[CH:15][CH:14]=1. Reported procedure: A solution of freshly prepared 4-chloropyrido[3,2-d]pyrimidine (0.10 g, 0.60 mmol) (prepared as described in the previous experimental) and benzylamine (0.13 mL, 1.20 mmol) in propan-2-ol (15 mL) containing a trace of conc. HCl is warmed at 50° C. for 30 min, and then concentrated to dryness. The residue is partitioned between water and EtOAc, and the organic layer worked up and chromatographed on silica gel. EtOAc elutes foreruns, while MeOH/EtOAc (1:9) elutes 4-(benzylamino)pyrido[3,2-d]pyrimi... Starting materials: O=S(=O)(Cl)c1ccc(C(F)(F)F)cc1, CCOC(=O)Cc1csc(N)n1. Yields the product CCOC(=O)Cc1csc(NS(=O)(=O)c2ccc(C(F)(F)F)cc2)n1. Reaction SMILES: [F:13][C:14]([c:15]1[cH:16][cH:17][c:18]([S:21](=[O:22])(=[O:23])[Cl:24])[cH:19][cH:20]1)([F:25])[F:26].[NH2:1][c:2]1[s:3][cH:4][c:5]([CH2:7][C:8](=[O:9])[O:10][CH2:11][CH3:12])[n:6]1>>[NH:1]([c:2]1[s:3][cH:4][c:5]([CH2:7][C:8](=[O:9])[O:10][CH2:11][CH3:12])[n:6]1)[S:21]([c:18]1[cH:17][cH:16][c:15]([C:14]([F:13])([F:25])[F:26])[cH:20][cH:19]1)(=[O:22])=[O:23]. Starting materials: C[Al](C)C, COC(=O)c1ccc(C2OCC(SC(C)C(O)(Cn3cncn3)c3ccc(F)cc3F)CO2)cc1, N#Cc1c(F)c(F)c(N)c(F)c1F. The product is CC(SC1COC(c2ccc(C(=O)Nc3c(F)c(F)c(C#N)c(F)c3F)cc2)OC1)C(O)(Cn1cncn1)c1ccc(F)cc1F. As a reaction SMILES: [CH3:14][Al:15]([CH3:16])[CH3:17].[F:18][c:19]1[c:20]([C:26]([CH:27]([CH3:28])[S:29][CH:30]2[CH2:31][O:32][CH:33]([c:36]3[cH:37][cH:38][c:39]([C:40](=[O:41])[O:42][CH3:43])[cH:44][cH:45]3)[O:34][CH2:35]2)([CH2:46][n:47]2[n:48][cH:49][n:50][cH:51]2)[OH:52])[cH:21][cH:22][c:23]([F:25])[cH:24]1.[NH2:1][c:2]1[c:3]([F:13])[c:4]([F:12])[c:5]([C:6]#[N:7])[c:8]([F:11])[c:9]1[F:10]>>[NH:1]([c:2]1[c:3]([F:13])[c:4]([F:12])[c:5]([C:6]#[N:7])[c:8]([F:11])[c:9]1[F:10])[C:40]([c:39]1[cH:38][cH:37][c:36]([CH:33]2[O:32][CH2:31][CH:30]([S:29][CH:27]([C:26]([c:20]3[c:19]([F:18])[cH:24][c:23]([F:25])[cH:22][cH:21]3)([CH2:46][n:47]3[n:48][cH:49][n:50][cH:51]3)[OH:52])[CH3:28])[CH2:35][O:34]2)[cH:45][cH:44]1)=[O:41].